Dataset: the Open Reaction Database (ORD), a public repository of structured organic reaction records. Task: describe an organic reaction: reactants, conditions, products, and yield The reactants are C(C)(=O)NNC1=NC2=C(C(=NC1)C1=CC=CC=C1)C=C(C=C2)Cl (2-(2-acetylhydrazino)-7-chloro-5-phenyl-3H-1,4-benzodiazepine). Run in N1=CC=CC=C1 (pyridine). The product is ClC=1C=CC2=C(C(=NCC=3N2C(=NN3)C)C3=CC=CC=C3)C1 (8-chloro-1-methyl-6-phenyl-4H-s-triazolo [4,3-a] [1,4] benzodiazepine). Reaction SMILES: [C:1]([NH:4][NH:5][C:6]1[CH2:12][N:11]=[C:10]([C:13]2[CH:18]=[CH:17][CH:16]=[CH:15][CH:14]=2)[C:9]2[CH:19]=[C:20]([Cl:23])[CH:21]=[CH:22][C:8]=2[N:7]=1)(=O)[CH3:2]>N1C=CC=CC=1>[Cl:23][C:20]1[CH:21]=[CH:22][C:8]2[N:7]3[C:1]([CH3:2])=[N:4][N:5]=[C:6]3[CH2:12][N:11]=[C:10]([C:13]3[CH:18]=[CH:17][CH:16]=[CH:15][CH:14]=3)[C:9]=2[CH:19]=1. Procedure details: A suspension of 3.3 parts of 2-(2-acetylhydrazino)-7-chloro-5-phenyl-3H-1,4-benzodiazepine prepared in Example 25 in 20 parts by volume of pyridine is refluxed, whereby the crystals are gradually dissolved. After 2 hours the solvent is evaporated under reduced pressure. The residue is recrystallized from a mixture of acetone and n-hexane to yield 8-chloro-1-methyl-6-phenyl-4H-s-triazolo [4,3-a] [1,4] benzodiazepine as colorless needles melting at 224° C to 225° C. The reactants are C(#N)CCCCSCCCCCCCCCC1C(CSC2=CC(=CC=C12)OC)(C)C1=CC=C(C=C1)OC (4-[9-(4-cyanobutylthio)nonyl]-7-methoxy-3-(4-methoxyphenyl)-3-methylthiochroman), OC1=CC=C2C(C(CSC2=C1)(C)C1=CC=C(C=C1)O)CCCCCCCCCSCCCC(C(F)(F)F)(F)F ((3RS,4RS)-7-hydroxy-3-(4-hydroxyphenyl)-3-methyl-4-[9-(4,4,5,5,5-pentafluoropentylthio)nonyl]thiochroman). Yields the product C(#N)CCCCSCCCCCCCCCC1C(CSC2=CC(=CC=C12)O)(C)C1=CC=C(C=C1)O ((3RS,4RS)-4-[9-(4-cyanobutylthio)nonyl]-7-hydroxy-3-(4-hydroxyphenyl)-3-methylthiochroman). As a reaction SMILES: [C:1]([CH2:3][CH2:4][CH2:5][CH2:6][S:7][CH2:8][CH2:9][CH2:10][CH2:11][CH2:12][CH2:13][CH2:14][CH2:15][CH2:16][CH:17]1[C:26]2[C:21](=[CH:22][C:23]([O:27]C)=[CH:24][CH:25]=2)[S:20][CH2:19][C:18]1([C:30]1[CH:35]=[CH:34][C:33]([O:36]C)=[CH:32][CH:31]=1)[CH3:29])#[N:2].OC1C=C2C(C(CCCCCCCCCSCCCC(F)(F)C(F)(F)F)C(C3C=CC(O)=CC=3)(C)CS2)=CC=1>>[C:1]([CH2:3][CH2:4][CH2:5][CH2:6][S:7][CH2:8][CH2:9][CH2:10][CH2:11][CH2:12][CH2:13][CH2:14][CH2:15][CH2:16][CH:17]1[C:26]2[C:21](=[CH:22][C:23]([OH:27])=[CH:24][CH:25]=2)[S:20][CH2:19][C:18]1([C:30]1[CH:35]=[CH:34][C:33]([OH:36])=[CH:32][CH:31]=1)[CH3:29])#[N:2]. Reported procedure: The title compound was prepared from 4-[9-(4-cyanobutylthio)nonyl]-7-methoxy-3-(4-methoxyphenyl)-3-methylthiochroman according to the same method for the synthesis of (3RS,4RS)-7-hydroxy-3-(4-hydroxyphenyl)-3-methyl-4-[9-(4,4,5,5,5-pentafluoropentylthio)nonyl]thiochroman described in International Patent Appln. No. PCT/KR97/00265. Product: CC(C)(C)NNC(=S)c1ccccc1. The reactants are CC(C)(C)NN, O=C(O)CSC(=S)c1ccccc1, Cl, O, c1ccncc1. As a reaction SMILES: [C:15]([CH3:16])([CH3:17])([CH3:18])[NH:19][NH2:20].[C:1]([c:2]1[cH:3][cH:4][cH:5][cH:6][cH:7]1)([S:9][CH2:8][C:10]([OH:11])=[O:12])=[S:13].[ClH:14].[OH2:21].[cH:22]1[cH:23][cH:24][n:25][cH:26][cH:27]1>>[C:1]([c:2]1[cH:3][cH:4][cH:5][cH:6][cH:7]1)(=[S:9])[NH:20][NH:19][C:15]([CH3:16])([CH3:17])[CH3:18]. Isolated yield 80.5%. Procedure details: The title compound was prepared according to the procedure described in Example 5 by using N-(3-fluoro-4-((7-(2-hydroxy-2-methylpropoxy)quinolin-4-yl)oxy)phenyl)-1,5-dimethyl-3-oxo-2-phenyl-2,3-dihydro-1H-pyrazole-4-carboxamide (1000 mg, 1.80 mmol) in DCM/MeOH (45 mL, v/v=1:2), and a solution of maleic acid (220 mg, 1.90 mmol) in MeOH (2 mL). The title compound was obtained as a white solid (973 mg, 80.5%). The solvent is C(Cl)Cl.CO (DCM MeOH), CO (MeOH). Starting materials: FC=1C=C(C=CC1OC1=CC=NC2=CC(=CC=C12)OCC(C)(C)O)NC(=O)C=1C(N(N(C1C)C)C1=CC=CC=C1)=O (N-(3-fluoro-4-((7-(2-hydroxy-2-methylpropoxy)quinolin-4-yl)oxy)phenyl)-1,5-dimethyl-3-oxo-2-phenyl-2,3-dihydro-1H-pyrazole-4-carboxamide), C(\C=C/C(=O)O)(=O)O (maleic acid). Product: C(\C=C/C(=O)O)(=O)O.FC=1C=C(C=CC1OC1=CC=NC2=CC(=CC=C12)OCC(C)(C)O)NC(=O)C=1C(N(N(C1C)C)C1=CC=CC=C1)=O (N-(3-fluoro-4-((7-(2-hydroxy-2-methylpropoxy)quinolin-4-yl)oxy)phenyl)-1,5-dimethyl-3-oxo-2-phenyl-2,3-dihydro-1H-pyrazole-4-carboxamide maleate), solid. RXN SMILES: [F:1][C:2]1[CH:3]=[C:4]([NH:25][C:26]([C:28]2[C:29](=[O:41])[N:30]([C:35]3[CH:40]=[CH:39][CH:38]=[CH:37][CH:36]=3)[N:31]([CH3:34])[C:32]=2[CH3:33])=[O:27])[CH:5]=[CH:6][C:7]=1[O:8][C:9]1[C:18]2[C:13](=[CH:14][C:15]([O:19][CH2:20][C:21]([OH:24])([CH3:23])[CH3:22])=[CH:16][CH:17]=2)[N:12]=[CH:11][CH:10]=1.[C:42]([OH:49])(=[O:48])/[CH:43]=[CH:44]\[C:45]([OH:47])=[O:46]>C(Cl)Cl.CO.CO>[C:42]([OH:49])(=[O:48])/[CH:43]=[CH:44]\[C:45]([OH:47])=[O:46].[F:1][C:2]1[CH:3]=[C:4]([NH:25][C:26]([C:28]2[C:29](=[O:41])[N:30]([C:35]3[CH:36]=[CH:37][CH:38]=[CH:39][CH:40]=3)[N:31]([CH3:34])[C:32]=2[CH3:33])=[O:27])[CH:5]=[CH:6][C:7]=1[O:8][C:9]1[C:18]2[C:13](=[CH:14][C:15]([O:19][CH2:20][C:21]([OH:24])([CH3:23])[CH3:22])=[CH:16][CH:17]=2)[N:12]=[CH:11][CH:10]=1 |f:2.3,5.6|. As a reaction SMILES: [F:1][C:2]([F:20])([CH:17]([F:19])[F:18])[CH2:3][O:4][C:5]1[CH:10]=[CH:9][C:8]([N:11]2[CH:15]=[N:14][NH:13][C:12]2=[O:16])=[CH:7][CH:6]=1.FC(F)(F)S(O[C@@H:27]([CH3:38])[C:28]([O:30][CH2:31][C:32]1[CH:37]=[CH:36][CH:35]=[CH:34][CH:33]=1)=[O:29])(=O)=O.C(O)(=O)C>CN(C)C=O.[H-].[Na+].O1CCCC1.C(OCC)(=O)C.C(OC(C)C)(C)C>[F:20][C:2]([F:1])([CH:17]([F:19])[F:18])[CH2:3][O:4][C:5]1[CH:10]=[CH:9][C:8]([N:11]2[C:12](=[O:16])[N:13]([C@H:27]([CH3:38])[C:28]([O:30][CH2:31][C:32]3[CH:37]=[CH:36][CH:35]=[CH:34][CH:33]=3)=[O:29])[N:14]=[CH:15]2)=[CH:7][CH:6]=1 |f:4.5|. Yields the product FC(COC1=CC=C(C=C1)N1C=NN(C1=O)[C@@H](C(=O)OCC1=CC=CC=C1)C)(C(F)F)F (benzyl (2R)-2-[4-[4-(2,2,3,3-tetrafluoropropoxy)phenyl]-4,5-dihydro-5-oxo-1H-1,2,4-triazol-1-yl]propionate). Run in O1CCCC1 (tetrahydrofuran), CN(C=O)C (dimethylformamide), [H-].[Na+] (sodium hydride), oil, C(C)(=O)OCC (ethyl acetate), C(C)(C)OC(C)C (diisopropyl ether). Procedure details: 4-[4-(2,2,3,3-Tetrafluoropropoxy)phenyl]-3(2H,4H)-1,2,4-triazolone (18 g) was dissolved in 180 ml of dimethylformamide, to which 60% sodium hydride in oil (2.52 g) was added. The mixture was vigorously stirred at room temperature for 40 minutes. The reaction solution was added to a solution of 20 g of benzyl (2S)-2-trifluoromethanesulfonyloxypropionate prepared in Example 3 in 240 ml of tetrahydrofuran under nitrogen atmosphere at -40° to -30° C. over the period of ca. 40 minutes. The mixture wa... Conditions: time 40 minute. The reactants are FC(S(=O)(=O)O[C@H](C(=O)OCC1=CC=CC=C1)C)(F)F (benzyl (2S)-2-trifluoromethanesulfonyloxypropionate), FC(COC1=CC=C(C=C1)N1C(NN=C1)=O)(C(F)F)F (4-[4-(2,2,3,3-Tetrafluoropropoxy)phenyl]-3(2H,4H)-1,2,4-triazolone), C(C)(=O)O (acetic acid). Isolated yield 85.6%. Starting materials: C=C(C(=O)OCC1=CC=CC=C1)CCC(=O)OCC1=CC=CC=C1 (dibenzyl 2-methylenepentanedioate), C(C1=CC=CC=C1)S (benzylmercaptan), CC(=O)C (acetone). The reagents and catalysts are CN(C1=CC=NC=C1)C (4-dimethylaminopyridine). Product: C(C1=CC=CC=C1)S(=O)CC(C(=O)OCC1=CC=CC=C1)CCC(=O)OCC1=CC=CC=C1 (dibenzyl 2-[(benzylsulfinyl)methyl]pentanedioate). Isolated yield 90.0%. RXN SMILES: [CH2:1]=[C:2]([CH2:13][CH2:14][C:15]([O:17][CH2:18][C:19]1[CH:24]=[CH:23][CH:22]=[CH:21][CH:20]=1)=[O:16])[C:3]([O:5][CH2:6][C:7]1[CH:12]=[CH:11][CH:10]=[CH:9][CH:8]=1)=[O:4].[CH2:25]([SH:32])[C:26]1[CH:31]=[CH:30][CH:29]=[CH:28][CH:27]=1.CC(C)=[O:35]>CN(C)C1C=CN=CC=1>[CH2:25]([S:32]([CH2:1][CH:2]([CH2:13][CH2:14][C:15]([O:17][CH2:18][C:19]1[CH:20]=[CH:21][CH:22]=[CH:23][CH:24]=1)=[O:16])[C:3]([O:5][CH2:6][C:7]1[CH:12]=[CH:11][CH:10]=[CH:9][CH:8]=1)=[O:4])=[O:35])[C:26]1[CH:31]=[CH:30][CH:29]=[CH:28][CH:27]=1. Reported procedure: To a solution of dibenzyl 2-methylenepentanedioate (12.16 g, 37.5 mmol) in acetone (100 mL), was added benzylmercaptan (9.31 g, 75.0 mmol) and 4-dimethylaminopyridine (0.46 g, 3.75 mmol) with stirring. The reaction mixture was refluxed for 16 hours. The cooled solution was concentrated under reduced pressure and purified by column chromatography to yield 15.2 g (90%) of clear oil. Starting materials: CN(C)C=O, CC(C)(Cl)Cn1ncc(Cl)c(Cl)c1=O, [K+], OCCOc1ccccc1, [OH-]. The product is CC(C)(Cl)Cn1ncc(OCCOc2ccccc2)c(Cl)c1=O. RXN SMILES: [CH3:27][N:28]([CH3:29])[CH:30]=[O:31].[Cl:1][C:2]([CH2:3][n:4]1[n:5][cH:6][c:7]([Cl:12])[c:8]([Cl:11])[c:9]1=[O:10])([CH3:13])[CH3:14].[K+:26].[O:15]([c:16]1[cH:17][cH:18][cH:19][cH:20][cH:21]1)[CH2:22][CH2:23][OH:24].[OH-:25]>>[Cl:1][C:2]([CH2:3][n:4]1[n:5][cH:6][c:7]([O:24][CH2:23][CH2:22][O:15][c:16]2[cH:17][cH:18][cH:19][cH:20][cH:21]2)[c:8]([Cl:11])[c:9]1=[O:10])([CH3:13])[CH3:14]. Starting materials: NC(=O)c1cc(Br)cc2c(C3CCN(S(=O)(=O)CCCN4CCCC4)CC3)n[nH]c12, O=C([O-])[O-], CC1(C)OB(c2cn[nH]c2)OC1(C)C, [K+], [K+], C1COCCO1, O, c1ccc(P(c2ccccc2)(c2ccccc2)[Pd](P(c2ccccc2)(c2ccccc2)c2ccccc2)(P(c2ccccc2)(c2ccccc2)c2ccccc2)P(c2ccccc2)(c2ccccc2)c2ccccc2)cc1. RXN SMILES: [Br:1][c:2]1[cH:3][c:4]2[c:5]([CH:14]3[CH2:15][CH2:16][N:17]([S:20](=[O:21])(=[O:22])[CH2:23][CH2:24][CH2:25][N:26]4[CH2:27][CH2:28][CH2:29][CH2:30]4)[CH2:18][CH2:19]3)[n:6][nH:7][c:8]2[c:9]([C:11](=[O:12])[NH2:13])[cH:10]1.[C:45](=[O:46])([O-:47])[O-:48].[CH3:31][C:32]1([CH3:33])[C:34]([CH3:35])([CH3:36])[O:37][B:38]([c:39]2[cH:40][n:41][nH:42][cH:43]2)[O:44]1.[K+:49].[K+:50].[O:52]1[CH2:53][CH2:54][O:55][CH2:56][CH2:57]1.[OH2:51].[cH:58]1[cH:59][cH:60][c:61]([P:62]([Pd:63]([P:64]([c:65]2[cH:66][cH:67][cH:68][cH:69][cH:70]2)([c:71]2[cH:72][cH:73][cH:74][cH:75][cH:76]2)[c:77]2[cH:78][cH:79][cH:80][cH:81][cH:82]2)([P:83]([c:84]2[cH:85][cH:86][cH:87][cH:88][cH:89]2)([c:90]2[cH:91][cH:92][cH:93][cH:94][cH:95]2)[c:96]2[cH:97][cH:98][cH:99][cH:100][cH:101]2)[P:102]([c:103]2[cH:104][cH:105][cH:106][cH:107][cH:108]2)([c:109]2[cH:110][cH:111][cH:112][cH:113][cH:114]2)[c:115]2[cH:116][cH:117][cH:118][cH:119][cH:120]2)([c:121]2[cH:122][cH:123][cH:124][cH:125][cH:126]2)[c:127]2[cH:128][cH:129][cH:130][cH:131][cH:132]2)[cH:133][cH:134]1>>[c:2]1(-[c:39]2[cH:40][nH:41][n:42][cH:43]2)[cH:3][c:4]2[c:5]([CH:14]3[CH2:15][CH2:16][N:17]([S:20](=[O:21])(=[O:22])[CH2:23][CH2:24][CH2:25][N:26]4[CH2:27][CH2:28][CH2:29][CH2:30]4)[CH2:18][CH2:19]3)[n:6][nH:7][c:8]2[c:9]([C:11](=[O:12])[NH2:13])[cH:10]1. Product: NC(=O)c1cc(-c2cn[nH]c2)cc2c(C3CCN(S(=O)(=O)CCCN4CCCC4)CC3)n[nH]c12. The product is N#Cc1ccc(N2CCCCC2)c2ccccc12. Starting materials: BrCCCCCBr, CN(C)C=O, [H-], N#Cc1ccc(N)c2ccccc12, [Na+], O. Reaction SMILES: [Br:21][CH2:22][CH2:23][CH2:24][CH2:25][CH2:26][Br:27].[CH3:14][N:15]([CH3:16])[CH:17]=[O:18].[H-:19].[NH2:1][c:2]1[cH:3][cH:4][c:5]([C:12]#[N:13])[c:6]2[cH:7][cH:8][cH:9][cH:10][c:11]12.[Na+:20].[OH2:28]>>[N:1]1([c:2]2[cH:3][cH:4][c:5]([C:12]#[N:13])[c:6]3[cH:7][cH:8][cH:9][cH:10][c:11]23)[CH2:22][CH2:23][CH2:24][CH2:25][CH2:26]1. Procedure: Following the procedure as described in Example 1, making variations as required to replace 2-(1-(4-fluorobenzyl)-5-oxo-1H-1,2,4-triazol-4(5H)-yl)-4-methyl-thiazole-5-carboxylic acid with (R)-2-(3-(3,5-difluorobenzyl)-4-methyl-2-oxoimidazolidin-1-yl)-4-methylthiazole-5-carboxylic acid, the title compound was obtained as a colorless solid: mp 212-213° C.; 1H NMR (300 MHz, DMSO-d6) δ 7.31 (br s, 2H), 7.18-7.07 (m, 3H), 4.57 (d, J=16.3 Hz, 1H), 4.39 (d, J=16.3 Hz, 1H), 4.22 (dd, J=10.0, 9.1 Hz, 1H)... Reaction SMILES: FC1C=CC(C[N:7]2C(=O)N(C3SC(C(O)=O)=C(C)N=3)C=N2)=CC=1.[F:24][C:25]1[CH:26]=[C:27]([CH:45]=[C:46]([F:48])[CH:47]=1)[CH2:28][N:29]1[C@H:33]([CH3:34])[CH2:32][N:31]([C:35]2[S:36][C:37]([C:41]([OH:43])=O)=[C:38]([CH3:40])[N:39]=2)[C:30]1=[O:44]>>[F:24][C:25]1[CH:26]=[C:27]([CH:45]=[C:46]([F:48])[CH:47]=1)[CH2:28][N:29]1[C@H:33]([CH3:34])[CH2:32][N:31]([C:35]2[S:36][C:37]([C:41]([NH2:7])=[O:43])=[C:38]([CH3:40])[N:39]=2)[C:30]1=[O:44]. Yields the product FC=1C=C(CN2C(N(C[C@H]2C)C=2SC(=C(N2)C)C(=O)N)=O)C=C(C1)F ((R)-2-(3-(3,5-difluorobenzyl)-4-methyl-2-oxoimidazolidin-1-yl)-4-methylthiazole-5-carboxamide). The reactants are FC1=CC=C(CN2N=CN(C2=O)C=2SC(=C(N2)C)C(=O)O)C=C1 (2-(1-(4-fluorobenzyl)-5-oxo-1H-1,2,4-triazol-4(5H)-yl)-4-methyl-thiazole-5-carboxylic acid), FC=1C=C(CN2C(N(C[C@H]2C)C=2SC(=C(N2)C)C(=O)O)=O)C=C(C1)F ((R)-2-(3-(3,5-difluorobenzyl)-4-methyl-2-oxoimidazolidin-1-yl)-4-methylthiazole-5-carboxylic acid).